From a dataset of the Open Reaction Database (ORD), a public repository of structured organic reaction records. describe an organic reaction: reactants, conditions, products, and yield Starting materials: [S-]C#N.[K+] (Potassium thiocyanate), NC1=CC(=C(OC=2C=C(C=CC2)NC(C(F)(F)F)=O)C=C1)[N+](=O)[O-] (N-[3-(4-Amino-2-nitrophenoxy)phenyl]-2,2,2-trifluoroacetamide), BrBr (bromine). The solvent is C(C)(=O)O (acetic acid), C(C)(=O)O (acetic acid). Reaction conditions: time 10 minute. Product: NC=1SC2=C(N1)C=CC(=C2[N+](=O)[O-])OC=2C=C(C=CC2)NC(C(F)(F)F)=O (N-{3-[(2-amino-7-nitro-1,3-benzothiazol-6-yl)oxy]phenyl}-2,2,2-trifluoroacetamide). Isolated yield 36.6%. Reaction SMILES: [S-:1][C:2]#[N:3].[K+].[NH2:5][C:6]1[CH:25]=[CH:24][C:9]([O:10][C:11]2[CH:12]=[C:13]([NH:17][C:18](=[O:23])[C:19]([F:22])([F:21])[F:20])[CH:14]=[CH:15][CH:16]=2)=[C:8]([N+:26]([O-:28])=[O:27])[CH:7]=1.BrBr>C(O)(=O)C>[NH2:3][C:2]1[S:1][C:7]2[C:8]([N+:26]([O-:28])=[O:27])=[C:9]([O:10][C:11]3[CH:12]=[C:13]([NH:17][C:18](=[O:23])[C:19]([F:22])([F:20])[F:21])[CH:14]=[CH:15][CH:16]=3)[CH:24]=[CH:25][C:6]=2[N:5]=1 |f:0.1|. Reported procedure: Potassium thiocyanate (4.3 g, 44.2 mmol) was suspended in acetic acid (40 mL), and the mixture was stirred at room temperature for 10 min. N-[3-(4-Amino-2-nitrophenoxy)phenyl]-2,2,2-trifluoroacetamide (3.02 g, 8.85 mmol) was added to the obtained solution, and the mixture was further stirred at room temperature for 10 min. A solution of bromine (1.98 g, 12.4 mmol) in acetic acid (10 mL) was slowly added dropwise to the obtained solution, and the mixture was stirred at room temperature for 16 hr.... Starting materials: [Br-], CCOCC, C[Mg+], [Cl-], CN(C)C1(c2ccc(Cl)cc2)CCC(=O)CC1, [NH4+], C1CCOC1, O, c1ccccc1. Yields the product CN(C)C1(c2ccc(Cl)cc2)CCC(C)(O)CC1. RXN SMILES: [Br-:1].[CH3:28][CH2:29][O:30][CH2:31][CH3:32].[CH3:2][Mg+:3].[Cl-:26].[Cl:4][c:5]1[cH:6][cH:7][c:8]([C:11]2([N:18]([CH3:19])[CH3:20])[CH2:12][CH2:13][C:14](=[O:17])[CH2:15][CH2:16]2)[cH:9][cH:10]1.[NH4+:27].[O:21]1[CH2:22][CH2:25][CH2:24][CH2:23]1.[OH2:39].[cH:33]1[cH:34][cH:35][cH:36][cH:37][cH:38]1>>[Cl:4][c:5]1[cH:6][cH:7][c:8]([C:11]2([N:18]([CH3:19])[CH3:20])[CH2:12][CH2:13][C:14]([OH:17])([CH3:22])[CH2:15][CH2:16]2)[cH:9][cH:10]1.